describe an organic reaction: reactants, conditions, products, and yield From a dataset of the Open Reaction Database (ORD), a public repository of structured organic reaction records. Reactants: BrC=1C=C(C=O)C=C(C1)C(F)(F)F (3-bromo-5-trifluoromethyl benzaldehyde), C(CO)O (ethylene glycol). Reagents/catalysts: CC=1C=CC(=CC1)S(=O)(=O)O.O (PTSA.H2O). Run in CCOC(=O)C (EtOAc), C1(=CC=CC=C1)C (toluene). Yields the product BrC=1C=C(C=C(C1)C(F)(F)F)C1OCCO1 (2-(3-bromo-5-trifluoromethyl-phenyl)-[1,3]dioxolane). Yield: 85.2%. Reaction SMILES: [Br:1][C:2]1[CH:3]=[C:4]([CH:7]=[C:8]([C:10]([F:13])([F:12])[F:11])[CH:9]=1)[CH:5]=[O:6].[CH2:14](O)[CH2:15][OH:16]>C1(C)C=CC=CC=1.CCOC(C)=O.CC1C=CC(S(O)(=O)=O)=CC=1.O>[Br:1][C:2]1[CH:3]=[C:4]([CH:5]2[O:16][CH2:15][CH2:14][O:6]2)[CH:7]=[C:8]([C:10]([F:11])([F:12])[F:13])[CH:9]=1 |f:4.5|. Procedure details: A mixture of 3-bromo-5-trifluoromethyl benzaldehyde (10 gm, 39.523 mmol), ethylene glycol (6.63 ml, 118.568 mmol) and PTSA.H2O (150 mg, 0.79 mmol) in anhydrous toluene (60 ml) was heated to reflux under Dean-stark conditions for 6 h. The reaction mixture was diluted with EtOAc (100 ml) and washed with water (150 ml) and brine solution (150 ml). Organic layer was dried over Na2SO4, filtered and evaporated in vacuum to afford 11 g crude as a colorless liquid which was purified by column chromatogr... Starting materials: ClC1=C(C=CC(=C1)F)C1=C(C=C(S1)C(=O)O)C1=CC=C(C=C1)OCCCS(=O)(=O)C (5-(2-Chloro-4-fluorophenyl)-4-{4-[3-(methylsulphonyl)propoxy]phenyl}thiophene-2-carboxylic acid), FC1(CCN(CC1)C1(CCNCC1)C(=O)N)F (4,4-difluoro-1,4′-bipiperidine-4′-carboxamide), CN(C)C(=[N+](C)C)ON1C2=C(C=CC=C2)N=N1.[B-](F)(F)(F)F (TBTU), Cl (hydrochloric acid). Solvent: C(Cl)Cl (CH2Cl2), CCN(CC)CC (Et3N), C(Cl)Cl (CH2Cl2). Reaction conditions: time 3 hour. The product is Cl.ClC1=C(C=CC(=C1)F)C1=C(C=C(S1)C(=O)N1CCC(CC1)(N1CCC(CC1)(F)F)C(=O)N)C1=CC=C(C=C1)OCCCS(=O)(=O)C (1′-{[5-(2-Chloro-4-fluorophenyl)-4-{-4-[3-(methylsulphonyl)propoxy]phenyl}thien-2-yl]carbonyl}-4,4-difluoro-1,4′-bipiperidine-4′-carboxamide hydrochloride). Isolated yield 119.1%. As a reaction SMILES: [Cl:1][C:2]1[CH:7]=[C:6]([F:8])[CH:5]=[CH:4][C:3]=1[C:9]1[S:13][C:12]([C:14]([OH:16])=O)=[CH:11][C:10]=1[C:17]1[CH:22]=[CH:21][C:20]([O:23][CH2:24][CH2:25][CH2:26][S:27]([CH3:30])(=[O:29])=[O:28])=[CH:19][CH:18]=1.[F:31][C:32]1([F:47])[CH2:37][CH2:36][N:35]([C:38]2([C:44]([NH2:46])=[O:45])[CH2:43][CH2:42][NH:41][CH2:40][CH2:39]2)[CH2:34][CH2:33]1.CN(C(ON1N=NC2C=CC=CC1=2)=[N+](C)C)C.[B-](F)(F)(F)F.Cl>C(Cl)Cl.CCN(CC)CC>[ClH:1].[Cl:1][C:2]1[CH:7]=[C:6]([F:8])[CH:5]=[CH:4][C:3]=1[C:9]1[S:13][C:12]([C:14]([N:41]2[CH2:40][CH2:39][C:38]([C:44]([NH2:46])=[O:45])([N:35]3[CH2:34][CH2:33][C:32]([F:31])([F:47])[CH2:37][CH2:36]3)[CH2:43][CH2:42]2)=[O:16])=[CH:11][C:10]=1[C:17]1[CH:22]=[CH:21][C:20]([O:23][CH2:24][CH2:25][CH2:26][S:27]([CH3:30])(=[O:28])=[O:29])=[CH:19][CH:18]=1 |f:2.3,7.8|. Reported procedure: 0.3 g of the compound obtained in stage 22A), 0.3 g of 4,4-difluoro-1,4′-bipiperidine-4′-carboxamide (described in Preparation 5, page 23, of Application WO 2008/068423), 0.45 ml of Et3N and 0.25 g of TBTU are added in order to 10 ml of CH2Cl2. After 3 hours at AT, the mixture is concentrated to dryness and the residue is taken up in AcOEt, washed with water, dried and concentrated to dryness. After purifying by chromatography on silica (elution gradient: CH2Cl2 up to CH2Cl2/MeOH 98/2), the comp... Product: C(C)(=O)N1CC2C(CC1)C1=C(O2)C=CC(=C1)S(=O)(=O)Cl (2-Acetyl-1,2,3,4,4a,9a-hexahydro-benzo[4,5]furo[2,3-c]pyridine-6-sulfonyl chloride). Reactants: C1N(CCC2C1OC1=C2C=CC=C1)C(C)=O (1-(3,4,4a,9a-tetrahydro-1H-benzo[4,5]furo[2,3-c]pyridin-2-yl)-ethanone), S(=O)(Cl)Cl (thionyl chloride), ClS(=O)(=O)O (chlorosulfonic acid), ice H2O, C([O-])([O-])=O.[Na+].[Na+] (sodium carbonate). Procedure: To a solution of 1-(3,4,4a,9a-tetrahydro-1H-benzo[4,5]furo[2,3-c]pyridin-2-yl)-ethanone (825 mg, 3.8 mmol) and thionyl chloride at 0° C., was added dropwise chlorosulfonic acid (1.25 g). The reaction mixture was stirred for 5 min at 0° C., for 2 h at r.t. and poured tehn into ice/H2O (75 g). The solution was brought to pH 7 by adding sodium carbonate and extracted with 75 mL ethyl acetate (2×). The combined organic layers were washed with H2O (2×), separated, and the solvent was evaporated. The ... Conditions: temperature 0 celsius, time 2 hour. As a reaction SMILES: [CH2:1]1[CH:6]2[O:7][C:8]3[CH:13]=[CH:12][CH:11]=[CH:10][C:9]=3[CH:5]2[CH2:4][CH2:3][N:2]1[C:14](=[O:16])[CH3:15].S(Cl)(Cl)=O.[Cl:21][S:22](O)(=[O:24])=[O:23].C(=O)([O-])[O-].[Na+].[Na+]>>[C:14]([N:2]1[CH2:3][CH2:4][CH:5]2[C:9]3[CH:10]=[C:11]([S:22]([Cl:21])(=[O:24])=[O:23])[CH:12]=[CH:13][C:8]=3[O:7][CH:6]2[CH2:1]1)(=[O:16])[CH3:15] |f:3.4.5|. The reactants are [O-2].[Sm+3].[O-2].[O-2].[Sm+3] (samarium oxide), [N+](=O)(O)[O-] (nitric acid). Run at time 1 hour. Yields the product [N+](=O)([O-])[O-].[Sm+3].[N+](=O)([O-])[O-].[N+](=O)([O-])[O-] (samarium nitrate). Yield: 60.0%. RXN SMILES: [O-2].[Sm+3:2].[O-2].[O-2].[Sm+3].[N+:6]([O-:9])([OH:8])=[O:7]>>[N+:6]([O-:9])([O-:8])=[O:7].[Sm+3:2].[N+:6]([O-:9])([O-:8])=[O:7].[N+:6]([O-:9])([O-:8])=[O:7] |f:0.1.2.3.4,6.7.8.9|. Procedure: Slightly excess samarium oxide was dissolved in concentrated nitric acid under heating to effect the reaction. After 1 hour, the reaction liquid was filtered and the filtrate was cooled to precipitate crystalline samarium nitrate. Yield: 60%. Starting materials: C([O-])([O-])=O.[Na+].[Na+] (sodium carbonate), BrC=1C=NC(=NC1)N1C[C@H](O[C@H](C1)C)C (rel-(2R,6S)-4-(5-Bromopyrimidin-2-yl)-2,6-dimethylmorpholine), CN(C(CNC(OC(C)(C)C)=O)=O)CC1=CC(=CC=C1)B1OC(C(O1)(C)C)(C)C (tert-butyl (2-{methyl[3-(4,4,5,5-tetramethyl-1,3,2-dioxaborolan-2-yl)benzyl]amino}-2-oxoethyl)carbamate). Reagents/catalysts: C=1C=CC(=CC1)[P](C=2C=CC=CC2)(C=3C=CC=CC3)[Pd]([P](C=4C=CC=CC4)(C=5C=CC=CC5)C=6C=CC=CC6)([P](C=7C=CC=CC7)(C=8C=CC=CC8)C=9C=CC=CC9)[P](C=1C=CC=CC1)(C=1C=CC=CC1)C=1C=CC=CC1 (tetrakis(triphenylphosphine)palladium). Solvent: O (water), COCCOC (DME). Conditions: temperature 80 celsius, time 24 hour. The product is C[C@@H]1CN(C[C@@H](O1)C)C1=NC=C(C=N1)C=1C=C(CN(C(CNC(OC(C)(C)C)=O)=O)C)C=CC1 (tert-butyl rel-{2-[(3-{2-[(2R,6S)-2,6-dimethylmorpholin-4-yl]pyrimidin-5-yl}benzyl)(methyl)amino]-2-oxoethyl]carbamate). Yield: 93.5%. RXN SMILES: Br[C:2]1[CH:3]=[N:4][C:5]([N:8]2[CH2:13][C@H:12]([CH3:14])[O:11][C@H:10]([CH3:15])[CH2:9]2)=[N:6][CH:7]=1.[CH3:16][N:17]([CH2:29][C:30]1[CH:35]=[CH:34][CH:33]=[C:32](B2OC(C)(C)C(C)(C)O2)[CH:31]=1)[C:18](=[O:28])[CH2:19][NH:20][C:21](=[O:27])[O:22][C:23]([CH3:26])([CH3:25])[CH3:24].C(=O)([O-])[O-].[Na+].[Na+]>COCCOC.O.C1C=CC([P]([Pd]([P](C2C=CC=CC=2)(C2C=CC=CC=2)C2C=CC=CC=2)([P](C2C=CC=CC=2)(C2C=CC=CC=2)C2C=CC=CC=2)[P](C2C=CC=CC=2)(C2C=CC=CC=2)C2C=CC=CC=2)(C2C=CC=CC=2)C2C=CC=CC=2)=CC=1>[CH3:15][C@H:10]1[O:11][C@@H:12]([CH3:14])[CH2:13][N:8]([C:5]2[N:4]=[CH:3][C:2]([C:32]3[CH:31]=[C:30]([CH:35]=[CH:34][CH:33]=3)[CH2:29][N:17]([CH3:16])[C:18](=[O:28])[CH2:19][NH:20][C:21](=[O:27])[O:22][C:23]([CH3:24])([CH3:25])[CH3:26])=[CH:7][N:6]=2)[CH2:9]1 |f:2.3.4,^1:61,63,82,101|. Procedure details: rel-(2R,6S)-4-(5-Bromopyrimidin-2-yl)-2,6-dimethylmorpholine (118 mg) and tert-butyl (2-{methyl[3-(4,4,5,5-tetramethyl-1,3,2-dioxaborolan-2-yl)benzyl]amino}-2-oxoethyl)carbamate (175 mg) were dissolved in DME (2 ml) and water (1 ml), and tetrakis(triphenylphosphine)palladium (15 mg) and sodium carbonate (137 mg) were added thereto, followed by stirring at 80° C. for 24 hours. The obtained residue was subjected to liquid separation with CHCl3 and water. The organic layer was separated, and then t... Reactants: CC(C(=O)NC1=CC(=C(C=C1)C)C1CCNCC1)C (2-methyl-N-[4-methyl-3-(4-piperidinyl)phenyl]propanamide), ClCCCC(C1=CC=C(C=C1)F)C1=CC=C(C=C1)F (1-[4-chloro-1-(4-fluorophenyl)butyl]-4-fluorobenzene), [Na+].[I-] (NaI), C(=O)([O-])[O-].[K+].[K+] (K2CO3). The solvent is CN(C)C=O (DMF), O (water). Yields the product FC1=CC=C(C=C1)C(CCCN1CCC(CC1)C=1C=C(C=CC1C)NC(C(C)C)=O)C1=CC=C(C=C1)F (N-(3-{1-[4,4-bis(4-fluorophenyl)butyl]-4-piperidinyl}-4-methylphenyl)-2-methylpropanamide). Isolated yield 38.6%. RXN SMILES: [CH3:1][CH:2]([CH3:19])[C:3]([NH:5][C:6]1[CH:11]=[CH:10][C:9]([CH3:12])=[C:8]([CH:13]2[CH2:18][CH2:17][NH:16][CH2:15][CH2:14]2)[CH:7]=1)=[O:4].Cl[CH2:21][CH2:22][CH2:23][CH:24]([C:32]1[CH:37]=[CH:36][C:35]([F:38])=[CH:34][CH:33]=1)[C:25]1[CH:30]=[CH:29][C:28]([F:31])=[CH:27][CH:26]=1.[Na+].[I-].C([O-])([O-])=O.[K+].[K+]>CN(C=O)C.O>[F:31][C:28]1[CH:27]=[CH:26][C:25]([CH:24]([C:32]2[CH:33]=[CH:34][C:35]([F:38])=[CH:36][CH:37]=2)[CH2:23][CH2:22][CH2:21][N:16]2[CH2:17][CH2:18][CH:13]([C:8]3[CH:7]=[C:6]([NH:5][C:3](=[O:4])[CH:2]([CH3:19])[CH3:1])[CH:11]=[CH:10][C:9]=3[CH3:12])[CH2:14][CH2:15]2)=[CH:30][CH:29]=1 |f:2.3,4.5.6|. Procedure details: A solution of 2-methyl-N-[4-methyl-3-(4-piperidinyl)phenyl]propanamide (49.0 mg, 0.190 mmol), 1-[4-chloro-1-(4-fluorophenyl)butyl]-4-fluorobenzene (58.0 mg, 0.210 mmol), NaI (42.0 mg, 0.280 mmol) and K2CO3 (52.0 mg, 0.380 mmol) in DMF (10.0 mL) was heated at 95° C. overnight. The mixture was diluted with water (20 mL) and the aqueous layer was extracted with EtOAc (3×20 mL). The combined organic layers were washed with brine, dried over MgSO4 and concentrated in vacuo. The crude product was puri...